This data is from the Open Reaction Database (ORD), a public repository of structured organic reaction records. The task is: describe an organic reaction: reactants, conditions, products, and yield Reactants: CN(C(=S)Cl)C (dimethylthiocarbamoyl chloride), C(#C)C1=CC=C(C=C1)C12OCC(CO1)(CO2)CCC (1-(4-ethynylphenyl)-4-n-propyl-2,6,7-trioxabicyclo[2,2,2]octane), CN(C(=O)Cl)C (dimethylcarbamoyl chloride). Yields the product N,N-Dimethyl, CN(C(C#CC1=CC=C(C=C1)C12OCC(CO1)(CO2)CCC)=S)C (N,N-dimethyl-3-[4-(4-n-propyl-2,6,7-trioxabicyclo[2,2,2]-oct-1-yl) phenyl]-prop-2-ynthioamide). RXN SMILES: [C:1]([C:3]1[CH:8]=[CH:7][C:6]([C:9]23[O:16][CH2:15][C:12]([CH2:17][CH2:18][CH3:19])([CH2:13][O:14]2)[CH2:11][O:10]3)=[CH:5][CH:4]=1)#[CH:2].CN(C)C(Cl)=O.[CH3:26][N:27]([CH3:31])[C:28](Cl)=[S:29]>>[CH3:26][N:27]([CH3:31])[C:28](=[S:29])[C:2]#[C:1][C:3]1[CH:4]=[CH:5][C:6]([C:9]23[O:10][CH2:11][C:12]([CH2:17][CH2:18][CH3:19])([CH2:13][O:14]2)[CH2:15][O:16]3)=[CH:7][CH:8]=1. Procedure details: N,N-Dimethyl-3-[4-(4-(4-n-propyl-2,6,7-trioxabicyclo[2,2,2]oct-1-yl)phenyl]-prop-2-ynamide and N,N-dimethyl-3-[4-(4-n-propyl-2,6,7-trioxabicyclo[2,2,2]-oct-1-yl) phenyl]-prop-2-ynthioamide were prepared using similar methodology from 1-(4-ethynylphenyl)-4-n-propyl-2,6,7-trioxabicyclo[2,2,2]octane and dimethylcarbamoyl chloride and dimethylthiocarbamoyl chloride respectively.